Task: describe an organic reaction: reactants, conditions, products, and yield. Dataset: the Open Reaction Database (ORD), a public repository of structured organic reaction records The reactants are C(C)(=O)OCC (ethyl acetate), [OH-].[Na+] (sodium hydroxide), [Cl-].COC(=O)[C@@H]1[NH2+]CCCC1 ((2R)-2-(Methoxycarbonyl)piperidinium chloride), N (ammonia). Conditions: temperature 60 celsius. Yields the product N1[C@H](CCCC1)C(=O)N ((2R)-2-Piperidinecarboxamide). As a reaction SMILES: [Cl-].C[O:3][C:4]([C@H:6]1[CH2:11][CH2:10][CH2:9][CH2:8][NH2+:7]1)=O.C(OCC)(=O)C.[OH-].[Na+].[NH3:20]>>[NH:7]1[CH2:8][CH2:9][CH2:10][CH2:11][C@@H:6]1[C:4]([NH2:20])=[O:3] |f:0.1,3.4|. Procedure details: (2R)-2-(Methoxycarbonyl)piperidinium chloride (2.6 g, 14.5 mmol) was dissolved in ammonia (0.88M, 30 ml). The reaction mixture was heated at 60° C. for 1.5 hr. The mixture was partitioned between ethyl acetate (100 ml) and sodium hydroxide (1N, 100 ml, 100 mmol), the aqueous was washed with ethyl acetate (3×100 ml). The combined organic layers were dried over sodium sulphate and the solvent evaporated under reduced pressure. Aqueous layer was acidified with hydrochloric acid and evaporated to dr... Isolated yield 97.0%. Reactants: Cl.C1(=CC=CC=C1)N(C(=O)C1=CC2=C(N(C(=N2)CCC2=CC=C(C=C2)C(N)=N)C)C=C1)CC(=O)OCC (1-methyl-2-[2-(4-amidinophenyl)ethyl]benzimidazol-5-yl-carboxylic acid-N-phenyl-N-(ethoxycarbonylmethyl)amide hydrochloride), [OH-].[Na+] (sodium hydroxide), C26H25N5O3. RXN SMILES: [ClH:1].[C:2]1([N:8]([CH2:32][C:33]([O:35]CC)=[O:34])[C:9]([C:11]2[CH:31]=[CH:30][C:14]3[N:15]([CH3:29])[C:16]([CH2:18][CH2:19][C:20]4[CH:25]=[CH:24][C:23]([C:26](=[NH:28])[NH2:27])=[CH:22][CH:21]=4)=[N:17][C:13]=3[CH:12]=2)=[O:10])[CH:7]=[CH:6][CH:5]=[CH:4][CH:3]=1.[OH-].[Na+]>>[ClH:1].[C:2]1([N:8]([CH2:32][C:33]([OH:35])=[O:34])[C:9]([C:11]2[CH:31]=[CH:30][C:14]3[N:15]([CH3:29])[C:16]([CH2:18][CH2:19][C:20]4[CH:25]=[CH:24][C:23]([C:26](=[NH:27])[NH2:28])=[CH:22][CH:21]=4)=[N:17][C:13]=3[CH:12]=2)=[O:10])[CH:3]=[CH:4][CH:5]=[CH:6][CH:7]=1 |f:0.1,2.3,4.5|. Product: Cl.C1(=CC=CC=C1)N(C(=O)C1=CC2=C(N(C(=N2)CCC2=CC=C(C=C2)C(N)=N)C)C=C1)CC(=O)O (1-Methyl-2-[2-(4-amidinophenyl)ethyl]benzimidazol-5-yl-carboxylic acid-N-phenyl-N-(hydroxycarbonylmethyl)amide hydrochloride). Procedure details: Prepared analogously to Example 26 from 1-methyl-2-[2-(4-amidinophenyl)ethyl]benzimidazol-5-yl-carboxylic acid-N-phenyl-N-(ethoxycarbonylmethyl)amide hydrochloride and sodium hydroxide solution. Yield: 97% of theory, C26H25N5O3 (455.5); EKA mass spectrum: (M+H)+=456; (M+Na)+=478; (M+2Na)++=250.6.